This data is from the Open Reaction Database (ORD), a public repository of structured organic reaction records. The task is: describe an organic reaction: reactants, conditions, products, and yield The reactants are BrC1=C(OCC(=O)N(NC(C2=CC=CC=C2)=O)C(C)C)C=CC(=C1)F (benzoic acid N′-[2-(2-bromo-4-fluoro-phenoxy)-acetyl]-N′-isopropyl-hydrazide), C(=O)([O-])[O-].[Na+].[Na+] (Na2CO3), C1(=C(C=CC=C1)B(O)O)C (2-tolylboronic acid), Pd[PPh3]4. Run in COCCOC (DME). Product: FC=1C=CC(=C(C1)C1=C(C=CC=C1)C)OCC(=O)N(NC(C1=CC=CC=C1)=O)C(C)C (benzoic acid N′-[2-(5-fluoro-2′-methyl-biphenyl-2-yloxy)-acetyl]-N′-isopropyl-hydrazide). Isolated yield 44.8%. Reaction SMILES: Br[C:2]1[CH:24]=[C:23]([F:25])[CH:22]=[CH:21][C:3]=1[O:4][CH2:5][C:6]([N:8]([CH:18]([CH3:20])[CH3:19])[NH:9][C:10](=[O:17])[C:11]1[CH:16]=[CH:15][CH:14]=[CH:13][CH:12]=1)=[O:7].C([O-])([O-])=O.[Na+].[Na+].[C:32]1([CH3:41])[CH:37]=[CH:36][CH:35]=[CH:34][C:33]=1B(O)O>COCCOC>[F:25][C:23]1[CH:22]=[CH:21][C:3]([O:4][CH2:5][C:6]([N:8]([CH:18]([CH3:20])[CH3:19])[NH:9][C:10](=[O:17])[C:11]2[CH:16]=[CH:15][CH:14]=[CH:13][CH:12]=2)=[O:7])=[C:2]([C:33]2[CH:34]=[CH:35][CH:36]=[CH:37][C:32]=2[CH3:41])[CH:24]=1 |f:1.2.3|. Reported procedure: A solution of benzoic acid N′-[2-(2-bromo-4-fluoro-phenoxy)-acetyl]-N′-isopropyl-hydrazide (50 mg, 0.122 mmol) in DME (3 ml)/2M Na2CO3 (0.215 ml, 0.427 mmol) was treated with 2-tolylboronic acid (25 mg, 0.183 mmol) and Pd[PPh3]4 (28 mg, 0.024 mmol) for 12 hours at 90° C. The reaction mixture was partitioned between water and ethyl acetate. The organic layer was washed with brine, dried over sodium sulfate, filtered, and concentrated. The crude was absorbed on silica and purified on a silica gel ... The reactants are O.[OH-].[Li+] (Lithium hydroxide hydrate), [H-].[Na+] (Sodium hydride), CN1N=C(C=C1NC(C)=O)C (N-(2,5-dimethylpyrazol-3-yl)acetamide), ClC1=NC=C(C(=C1)I)C(F)(F)F (2-chloro-4-iodo-5-(trifluoromethyl)pyridine). Solvent: CN(C)C=O (DMF), CCOC(=O)C (EtOAc), O (water), C1CCOC1 (THF). Conditions: temperature 35 celsius, time 30 minute. Yields the product CN1N=C(C=C1NC1=NC=C(C(=C1)I)C(F)(F)F)C (N-(2,5-dimethylpyrazol-3-yl)-4-iodo-5-(trifluoromethyl)pyridin-2-amine). The yield is 54.1%. As a reaction SMILES: [H-].[Na+].[CH3:3][N:4]1[C:8]([NH:9][C:10](=O)[CH3:11])=[CH:7][C:6]([CH3:13])=[N:5]1.ClC1C=[C:19]([I:21])[C:18]([C:22]([F:25])([F:24])[F:23])=[CH:17][N:16]=1.O.[OH-].[Li+]>C1COCC1.CCOC(C)=O.O.CN(C=O)C>[CH3:3][N:4]1[C:8]([NH:9][C:10]2[CH:11]=[C:19]([I:21])[C:18]([C:22]([F:25])([F:24])[F:23])=[CH:17][N:16]=2)=[CH:7][C:6]([CH3:13])=[N:5]1 |f:0.1,4.5.6|. Procedure: A suspension of 2,5-dimethylpyrazol-3-amine (1 g, 9.00 mmol), potassium acetate (0.971 g, 9.90 mmol) and acetic anhydride (1.002 mL, 9.00 mmol) in EtOAc (25 mL) was stirred at 25° C. overnight. Silica gel was added and the mixture was concentrated. The crude product was purified by flash chromatography on silica gel eluting with 0 to 5% MeOH in DCM. The solvent was evaporated to dryness to afford N-(2,5-dimethylpyrazol-3-yl)acetamide (1.400 g, 102%) as a pale yellow oil. Mass spectrum: MH+ 154 S... Reactants: ClC1=NC(=CC=C1)C (2-chloro-6-methylpyridine), C1CC(=O)N(C1=O)Br (NBS), C(C1=CC=CC=C1)(=O)OOC(C1=CC=CC=C1)=O (benzoyl peroxide). The solvent is C(Cl)(Cl)(Cl)Cl (carbon tetrachloride). The product is BrCC1=NC(=CC=C1)Cl (2-Bromomethyl-6-chloropyridine). Yield: 41.2%. Reaction SMILES: [Cl:1][C:2]1[CH:7]=[CH:6][CH:5]=[C:4]([CH3:8])[N:3]=1.C1C(=O)N([Br:16])C(=O)C1.C(OOC(=O)C1C=CC=CC=1)(=O)C1C=CC=CC=1>C(Cl)(Cl)(Cl)Cl>[Br:16][CH2:8][C:4]1[CH:5]=[CH:6][CH:7]=[C:2]([Cl:1])[N:3]=1. Procedure: Heat a mixture of 2-chloro-6-methylpyridine (5.46 g, 42.8 mmol), NBS (8.38 g, 47.08 mmol), and benzoyl peroxide (500 mg, 2.06 mmol) in carbon tetrachloride (80 mL) for 20 h at 85° C. Cool to ambient temperature, filter, and concentrate in vacuo. Purify by chromatography on silica gel eluting with hexane/toluene (4:3) to provide the title compound as a white solid (3.64 g, 41%). Reactants: NCC(C(=O)O)(F)F (3-amino-2,2-difluoropropanoic acid), CO (MeOH), O=S(Cl)Cl (SOCl2). Conditions: time 8 hour. Product: NCC(C(=O)OC)(F)F (methyl 3-amino-2,2-difluoropropanoate). Reaction SMILES: [NH2:1][CH2:2][C:3]([F:8])([F:7])[C:4]([OH:6])=[O:5].O=S(Cl)Cl.[CH3:13]O>>[NH2:1][CH2:2][C:3]([F:8])([F:7])[C:4]([O:6][CH3:13])=[O:5]. Reported procedure: In a round bottom flask, 3-amino-2,2-difluoropropanoic acid (500 mg, 4 mmol) was solubilized in MeOH (10 mL). At 0° C., SOCl2(1 mL) was added dropwise. The reaction mixture was then stirred at room temperature overnight. Evaporation of the reaction mixture gave methyl 3-amino-2,2-difluoropropanoate, as its HCL salt, as a white solid (570 mg, 81%). 1H NMR (400 MHz, DMSO-d6) δ ppm 3.63 (t, J=16 Hz, 2 H) 3.87 (s, 3 H) 9.07 (br. s., 2 H). The reactants are ClC1=CC(=C(C#N)C=C1)NC(=O)OCC (4-chloro-2-(ethoxycarbonylamino)benzonitrile), BrCC(=O)C1=CC(=C(C=C1)Cl)C (2-bromo-4′-chloro-3′-methylacetophenone). Product: NC1=C(N(C2=CC(=CC=C12)Cl)C(=O)OCC)C(C1=CC(=C(C=C1)Cl)C)=O (3-Amino-6-chloro-2-(4-chloro-3-methylbenzoyl)-1-(ethoxycarbonyl)indole). Reaction SMILES: [Cl:1][C:2]1[CH:9]=[CH:8][C:5]([C:6]#[N:7])=[C:4]([NH:10][C:11]([O:13][CH2:14][CH3:15])=[O:12])[CH:3]=1.Br[CH2:17][C:18]([C:20]1[CH:25]=[CH:24][C:23]([Cl:26])=[C:22]([CH3:27])[CH:21]=1)=[O:19]>>[NH2:7][C:6]1[C:5]2[C:4](=[CH:3][C:2]([Cl:1])=[CH:9][CH:8]=2)[N:10]([C:11]([O:13][CH2:14][CH3:15])=[O:12])[C:17]=1[C:18](=[O:19])[C:20]1[CH:25]=[CH:24][C:23]([Cl:26])=[C:22]([CH3:27])[CH:21]=1. Procedure details: The title compound was prepared according to the procedure described in step 2 of Example 1 from 4-chloro-2-(ethoxycarbonylamino)benzonitrile (Example 1, step 1) and 2-bromo-4′-chloro-3′-methylacetophenone. Starting materials: FC1=CC=C(C=C1)N1C=C(C(C2=CC(=C(C(=C12)F)F)F)=O)C(=O)O (1-(4-fluorophenyl)-6,7,8-trifluoro-1,4- dihydro-4-oxoquinoline-3-carboxylic acid), COC1=C2CNCC2=CC=C1 (4-methoxyisoindoline), C1CCC2=NCCCN2CC1 (DBU). Solvent: CN(C)C=O (DMF). The product is COC1=C2CN(CC2=CC=C1)C1=C(C=C2C(C(=CN(C2=C1F)C1=CC=C(C=C1)F)C(=O)O)=O)F (7-(4-methoxy-2-isoindolinyl)-1-(4-fluorophenyl)-6,8- difluoro-1,4-dihydro-4-oxoquinoline-3-carboxylic acid). The yield is 32.7%. Reaction SMILES: [F:1][C:2]1[CH:7]=[CH:6][C:5]([N:8]2[C:17]3[C:12](=[CH:13][C:14]([F:20])=[C:15](F)[C:16]=3[F:18])[C:11](=[O:21])[C:10]([C:22]([OH:24])=[O:23])=[CH:9]2)=[CH:4][CH:3]=1.[CH3:25][O:26][C:27]1[CH:35]=[CH:34][CH:33]=[C:32]2[C:28]=1[CH2:29][NH:30][CH2:31]2.C1CCN2C(=NCCC2)CC1>CN(C=O)C>[CH3:25][O:26][C:27]1[CH:35]=[CH:34][CH:33]=[C:32]2[C:28]=1[CH2:29][N:30]([C:15]1[C:16]([F:18])=[C:17]3[C:12]([C:11](=[O:21])[C:10]([C:22]([OH:24])=[O:23])=[CH:9][N:8]3[C:5]3[CH:6]=[CH:7][C:2]([F:1])=[CH:3][CH:4]=3)=[CH:13][C:14]=1[F:20])[CH2:31]2. Reported procedure: 170 mg of 1-(4-fluorophenyl)-6,7,8-trifluoro-1,4- dihydro-4-oxoquinoline-3-carboxylic acid, 90 mg of 4-methoxyisoindoline, 137 mg of DBU, and 1.5 ml of anhydrous DMF were processed in the same manner as in Example 20 to produce 77 mg of the target compound.